From a dataset of the Open Reaction Database (ORD), a public repository of structured organic reaction records. describe an organic reaction: reactants, conditions, products, and yield The product is FC1=C(C=CC=C1F)C1=NC(=C(C(=O)OCC)C=C1)C (Ethyl 6-(2,3-difluorophenyl)-2-methylnicotinate). Reactants: CN(C)C(C(=O)C1=C(C(=CC=C1)F)F)C (dimethylamino-(2,3-difluorophenyl)-propan-1-one), N\C(=C/C(=O)OCC)\C (ethyl 3-aminocrotonate). RXN SMILES: CN([CH:4]([CH3:15])[C:5]([C:7]1[CH:12]=[CH:11][CH:10]=[C:9]([F:13])[C:8]=1[F:14])=O)C.[NH2:16]/[C:17](/[CH3:24])=[CH:18]\[C:19]([O:21][CH2:22][CH3:23])=[O:20]>>[F:14][C:8]1[C:9]([F:13])=[CH:10][CH:11]=[CH:12][C:7]=1[C:5]1[CH:4]=[CH:15][C:18]([C:19]([O:21][CH2:22][CH3:23])=[O:20])=[C:17]([CH3:24])[N:16]=1. Procedure details: The title compound was prepared from dimethylamino-(2,3-difluorophenyl)-propan-1-one and ethyl 3-aminocrotonate using the general procedure outlined in D18. 1H NMR (250 MHz, CDCl3) δ (ppm): 8.28 (d, 1H), 7.83 (m, 1H), 7.70 (dd, 1H), 7.22 (m, 2H), 4.41 (q, 2H), 2.91 (s, 3H), 1.42 (t, 3H).